This data is from the Open Reaction Database (ORD), a public repository of structured organic reaction records. The task is: describe an organic reaction: reactants, conditions, products, and yield Starting materials: COC(=O)C(C)c1ccc(C#Cc2cc(C3CC3)c3c(c2)C(C)(C)CCC3N(C)C2CC2)cc1, CO, [Cl-], [Li+], [NH4+], C1CCOC1, [OH-]. The product is CC(C(=O)O)c1ccc(C#Cc2cc(C3CC3)c3c(c2)C(C)(C)CCC3N(C)C2CC2)cc1. As a reaction SMILES: [CH3:1][O:2][C:3]([CH:4]([CH3:5])[c:6]1[cH:7][cH:8][c:9]([C:12]#[C:13][c:14]2[cH:15][c:16]3[c:21]([c:22]([CH:24]4[CH2:25][CH2:26]4)[cH:23]2)[CH:20]([N:27]([CH3:28])[CH:29]2[CH2:30][CH2:31]2)[CH2:19][CH2:18][C:17]3([CH3:32])[CH3:33])[cH:10][cH:11]1)=[O:34].[CH3:39][OH:40].[Cl-:37].[Li+:35].[NH4+:38].[O:41]1[CH2:42][CH2:43][CH2:44][CH2:45]1.[OH-:36]>>[O:2]=[C:3]([CH:4]([CH3:5])[c:6]1[cH:7][cH:8][c:9]([C:12]#[C:13][c:14]2[cH:15][c:16]3[c:21]([c:22]([CH:24]4[CH2:25][CH2:26]4)[cH:23]2)[CH:20]([N:27]([CH3:28])[CH:29]2[CH2:30][CH2:31]2)[CH2:19][CH2:18][C:17]3([CH3:32])[CH3:33])[cH:10][cH:11]1)[OH:34]. The reactants are ClC1=C(C=O)C=C(C=N1)C1=CC=CC=C1 (2-Chloro-5-phenylnicotinaldehyde), C1CN2CCN1CC2 (DABCO), C(C=C)(=O)OCC (ethyl acrylate). Run in C(C)OCC (diethyl ether). Yields the product ClC1=NC=C(C=C1C(C(C(=O)OCC)=C)O)C1=CC=CC=C1 (Ethyl 2-[(2-chloro-5-phenylpyridine-3-yl)(hydroxy)methyl]acrylate). RXN SMILES: [Cl:1][C:2]1[N:9]=[CH:8][C:7]([C:10]2[CH:15]=[CH:14][CH:13]=[CH:12][CH:11]=2)=[CH:6][C:3]=1[CH:4]=[O:5].C1N2CCN(CC2)C1.[C:24]([O:28][CH2:29][CH3:30])(=[O:27])[CH:25]=[CH2:26]>C(OCC)C>[Cl:1][C:2]1[C:3]([CH:4]([OH:5])[C:25](=[CH2:26])[C:24]([O:28][CH2:29][CH3:30])=[O:27])=[CH:6][C:7]([C:10]2[CH:11]=[CH:12][CH:13]=[CH:14][CH:15]=2)=[CH:8][N:9]=1. Reported procedure: To a mixture of 2-Chloro-5-phenylnicotinaldehyde (10 mmol, 2.17 g) and DABCO (10 mmol. 1.12 g) was added an methy/ethyl acrylate (60 mmol.) under neat conditions [solvent free conditions] at room temperature and the reaction progress was monitored by TLC. Upon completion of the reaction mixture (˜5 min.) was diluted with diethyl ether (300 ml) and washed with water 3×50 ml. The organic layer was dried over Na2SO4 and concentrated, the residue was subjected to column chromatography over silica ge...